Dataset: the Open Reaction Database (ORD), a public repository of structured organic reaction records. Task: describe an organic reaction: reactants, conditions, products, and yield Starting materials: C(C)(=O)NC(C(=O)OC)CC1=CC=C(C=C1)B1OC(C(O1)(C)C)(C)C (methyl 2-(acetylamino)-3-[4-(4,4,5,5-tetramethyl-1,3,2-dioxaborolan-2-yl)phenyl]propanoate), C([O-])([O-])=O.[K+].[K+] (potassium carbonate), BrC=1C(=NN(C1)C)NC(OC(C)(C)C)=O (tert-butyl (4-bromo-1-methyl-1H-pyrazol-3-yl)carbamate). Run in CN(C=O)C (N,N-dimethylformamide), O (water). Reaction conditions: temperature 85 celsius, time 8 hour. Yields the product C(C)(=O)NC(C(=O)OC)CC1=CC=C(C=C1)C=1C(=NN(C1)C)NC(=O)OC(C)(C)C (methyl 2-(acetylamino)-3-(4-{3-[(tert-butoxycarbonyl)amino]-1-methyl-1H-pyrazo 1-4-yl}phenyl)propanoate). RXN SMILES: [C:1]([NH:4][CH:5]([CH2:10][C:11]1[CH:16]=[CH:15][C:14](B2OC(C)(C)C(C)(C)O2)=[CH:13][CH:12]=1)[C:6]([O:8][CH3:9])=[O:7])(=[O:3])[CH3:2].C(=O)([O-])[O-].[K+].[K+].Br[C:33]1[C:34]([NH:39][C:40](=[O:46])[O:41][C:42]([CH3:45])([CH3:44])[CH3:43])=[N:35][N:36]([CH3:38])[CH:37]=1>CN(C)C=O.O>[C:1]([NH:4][CH:5]([CH2:10][C:11]1[CH:12]=[CH:13][C:14]([C:33]2[C:34]([NH:39][C:40]([O:41][C:42]([CH3:45])([CH3:44])[CH3:43])=[O:46])=[N:35][N:36]([CH3:38])[CH:37]=2)=[CH:15][CH:16]=1)[C:6]([O:8][CH3:9])=[O:7])(=[O:3])[CH3:2] |f:1.2.3|. Reported procedure: 1,1′-bis(diphenylphosphino)ferrocene-palladium(II) dichloride dichloromethane complex (353 mg, 0.43 mmol) was added to a degassed, ambient temperature solution of methyl 2-(acetylamino)-3-[4-(4,4,5,5-tetramethyl-1,3,2-dioxaborolan-2-yl)phenyl]propanoate (1.5 g, 4.3 mmol), potassium carbonate (2.39 g, 17.3 mmol) and tert-butyl (4-bromo-1-methyl-1H-pyrazol-3-yl)carbamate (1.19 g, 4.3 mmol) in wet N,N-dimethylformamide (40 mL). After stirring at 85° C. overnight, the reaction mixture was cooled, di... Procedure: The same procedure as described in Example 90 was used, starting with (4-amino-2-ethanesulfonyl-pyrimidin-5-yl)-(4,5-difluoro-2-methoxy-phenyl)-methanone, Example 99, and 1-methanesulfonyl-piperidin-4-ylamine (compound with trifluoro-acetic acid), Example 162, to give [4-amino-2-(1-methanesulfonyl-piperidin-4-ylamino)-pyrimidin-5-yl]-(4,5-difluoro-2-methoxy-phenyl)-methanone as a white solid. MS (M+H)+: 442. RXN SMILES: [NH2:1][C:2]1[C:7]([C:8]([C:10]2[CH:15]=[C:14]([F:16])[C:13]([F:17])=[CH:12][C:11]=2[O:18][CH3:19])=[O:9])=[CH:6][N:5]=[C:4](S(CC)(=O)=O)[N:3]=1.[CH3:25][S:26]([N:29]1[CH2:34][CH2:33][CH:32]([NH2:35])[CH2:31][CH2:30]1)(=[O:28])=[O:27]>>[NH2:1][C:2]1[C:7]([C:8]([C:10]2[CH:15]=[C:14]([F:16])[C:13]([F:17])=[CH:12][C:11]=2[O:18][CH3:19])=[O:9])=[CH:6][N:5]=[C:4]([NH:35][CH:32]2[CH2:33][CH2:34][N:29]([S:26]([CH3:25])(=[O:28])=[O:27])[CH2:30][CH2:31]2)[N:3]=1. The product is NC1=NC(=NC=C1C(=O)C1=C(C=C(C(=C1)F)F)OC)NC1CCN(CC1)S(=O)(=O)C ([4-amino-2-(1-methanesulfonyl-piperidin-4-ylamino)-pyrimidin-5-yl]-(4,5-difluoro-2-methoxy-phenyl)-methanone). Reactants: NC1=NC(=NC=C1C(=O)C1=C(C=C(C(=C1)F)F)OC)S(=O)(=O)CC ((4-amino-2-ethanesulfonyl-pyrimidin-5-yl)-(4,5-difluoro-2-methoxy-phenyl)-methanone), CS(=O)(=O)N1CCC(CC1)N (1-methanesulfonyl-piperidin-4-ylamine). Reactants: Cl (hydrochloric acid), methanol-ether, BrC(C)CCCCCCCC (2-Bromodecane), CNCC#C (N-methylpropargylamine). The solvent is C(C)O (ethanol). Product: Cl.CC(CCCCCCCC)N(C)CC#C (N-(2-Decyl)-N-methylpropargylamine hydrochloride). Isolated yield 100.0%. As a reaction SMILES: Br[CH:2]([CH2:4][CH2:5][CH2:6][CH2:7][CH2:8][CH2:9][CH2:10][CH3:11])[CH3:3].[CH3:12][NH:13][CH2:14][C:15]#[CH:16].[ClH:17]>C(O)C>[ClH:17].[CH3:3][CH:2]([N:13]([CH2:14][C:15]#[CH:16])[CH3:12])[CH2:4][CH2:5][CH2:6][CH2:7][CH2:8][CH2:9][CH2:10][CH3:11] |f:4.5|. Procedure: 2-Bromodecane (8.84 g, 40 mmoles) and N-methylpropargylamine (5.52 g, 80 mmoles) were heated in absolute ethanol (50 mL) for 72 h. to give, after treatment with 40 mmoles of ethanolic hydrochloric acid, the title compound in a yield of 100% (75% after recrystallization from methanol-ether), m.p.=130°-131° C. Starting materials: Cc1noc(C)c1C(=O)N1CCNCC1, CCOc1ccc(C(C)(C)C#N)cc1C1=NC(c2ccc(Cl)cc2)C(c2ccc(Cl)cc2)N1C(=O)Cl. Product: CCOc1ccc(C(C)(C)C#N)cc1C1=NC(c2ccc(Cl)cc2)C(c2ccc(Cl)cc2)N1C(=O)N1CCN(C(=O)c2c(C)noc2C)CC1. RXN SMILES: [CH3:37][c:38]1[n:39][o:40][c:41]([CH3:51])[c:42]1[C:43](=[O:44])[N:45]1[CH2:46][CH2:47][NH:48][CH2:49][CH2:50]1.[Cl:1][c:2]1[cH:3][cH:4][c:5]([CH:8]2[N:9]=[C:10]([c:23]3[c:24]([O:34][CH2:35][CH3:36])[cH:25][cH:26][c:27]([C:29]([CH3:30])([CH3:31])[C:32]#[N:33])[cH:28]3)[N:11]([C:20](=[O:21])[Cl:22])[CH:12]2[c:13]2[cH:14][cH:15][c:16]([Cl:19])[cH:17][cH:18]2)[cH:6][cH:7]1>>[Cl:1][c:2]1[cH:3][cH:4][c:5]([CH:8]2[N:9]=[C:10]([c:23]3[c:24]([O:34][CH2:35][CH3:36])[cH:25][cH:26][c:27]([C:29]([CH3:30])([CH3:31])[C:32]#[N:33])[cH:28]3)[N:11]([C:20](=[O:21])[N:48]3[CH2:47][CH2:46][N:45]([C:43]([c:42]4[c:38]([CH3:37])[n:39][o:40][c:41]4[CH3:51])=[O:44])[CH2:50][CH2:49]3)[CH:12]2[c:13]2[cH:14][cH:15][c:16]([Cl:19])[cH:17][cH:18]2)[cH:6][cH:7]1. Starting materials: CCOC(=O)CC(NC(=O)c1ccccc1)c1cccc(NS(=O)(=O)c2cccc(NC(=N)N)c2)c1, C1CCOC1, [Li+], [OH-], O, O. Product: N=C(N)Nc1cccc(S(=O)(=O)Nc2cccc(C(CC(=O)O)NC(=O)c3ccccc3)c2)c1. RXN SMILES: [C:4]([c:5]1[cH:6][cH:7][cH:8][cH:9][cH:10]1)(=[O:11])[NH:12][CH:13]([CH2:14][C:15](=[O:16])[O:17][CH2:18][CH3:19])[c:20]1[cH:21][c:22]([NH:26][S:27](=[O:28])(=[O:29])[c:30]2[cH:31][c:32]([NH:36][C:37](=[NH:38])[NH2:39])[cH:33][cH:34][cH:35]2)[cH:23][cH:24][cH:25]1.[CH2:41]1[O:42][CH2:43][CH2:44][CH2:45]1.[Li+:3].[OH-:2].[OH2:1].[OH2:40]>>[C:4]([c:5]1[cH:6][cH:7][cH:8][cH:9][cH:10]1)(=[O:11])[NH:12][CH:13]([CH2:14][C:15](=[O:16])[OH:17])[c:20]1[cH:21][c:22]([NH:26][S:27](=[O:28])(=[O:29])[c:30]2[cH:31][c:32]([NH:36][C:37](=[NH:38])[NH2:39])[cH:33][cH:34][cH:35]2)[cH:23][cH:24][cH:25]1. Product: CON=C(C1=C(C=CC(=C1)Cl)OC1=NC=C(C=C1)C(F)(F)F)C1=NOC(=N1)C (5-chloro-2-(5-trifluoromethyl-2-pyridyloxy)phenyl 5-methyl-1,2,4-oxadiazol-3-yl ketone O-methyloxime). Run in CCOCC (ether). Reported procedure: Dimethylformamide (1 ml), potassium carbonate (0.10 g, 0.74 mmol) and 5-trifluoromethyl-2-chloropyridine (0.10 g, 0.56 mmol) were added to 5-chloro-2-hydroxyphenyl 5-methyl-1,2,4-oxadiazol-3-yl ketone O-methyloxime (0.10 g, 0.37 mmol), and the mixture was stirred at 110° C. for 2 hours. After completion of the reaction, ether (100 ml) was added, and the mixture was washed with saturated brine (80 ml) twice. The ether layer was dried over anhydrous magnesium sulfate and concentrated under reduced... Starting materials: CN(C=O)C (Dimethylformamide), C([O-])([O-])=O.[K+].[K+] (potassium carbonate), FC(C=1C=CC(=NC1)Cl)(F)F (5-trifluoromethyl-2-chloropyridine), CON=C(C1=C(C=CC(=C1)Cl)O)C1=NOC(=N1)C (5-chloro-2-hydroxyphenyl 5-methyl-1,2,4-oxadiazol-3-yl ketone O-methyloxime). Yield: 91.7%. Conditions: temperature 110 celsius, time 2 hour. Reaction SMILES: CN(C)C=O.C(=O)([O-])[O-].[K+].[K+].[F:12][C:13]([F:22])([F:21])[C:14]1[CH:15]=[CH:16][C:17](Cl)=[N:18][CH:19]=1.[CH3:23][O:24][N:25]=[C:26]([C:35]1[N:39]=[C:38]([CH3:40])[O:37][N:36]=1)[C:27]1[CH:32]=[C:31]([Cl:33])[CH:30]=[CH:29][C:28]=1[OH:34]>CCOCC>[CH3:23][O:24][N:25]=[C:26]([C:35]1[N:39]=[C:38]([CH3:40])[O:37][N:36]=1)[C:27]1[CH:32]=[C:31]([Cl:33])[CH:30]=[CH:29][C:28]=1[O:34][C:17]1[CH:16]=[CH:15][C:14]([C:13]([F:22])([F:21])[F:12])=[CH:19][N:18]=1 |f:1.2.3|. The reactants are N1C[C@@H](CCC1)OC1=CC=NC=2N(C3=C(C21)C=C(N=C3)C#N)COCC[Si](C)(C)C ((R)-4-(piperidin-3-oxy)-9-(2-trimethylsilanyl-ethoxymethyl)-9H-dipyrido[2,3-b;4′,3′-d]pyrrole-6-carbonitrile), ICC (iodoethane). Run in C([O-])(O)=O.[Na+] (sodium bicarbonate), C(Cl)Cl (methylene chloride), C(C)#N (acetonitrile). Conditions: temperature 50 celsius. Yields the product C(C)N1C[C@@H](CCC1)OC1=CC=NC=2N(C3=C(C21)C=C(N=C3)C#N)COCC[Si](C)(C)C ((R)-4-(1-ethylpiperidin-3-yloxy)-9-(2-trimethylsilanyl-ethoxymethyl)-9H-dipyrido[2,3-b;4′,3′-d]pyrrole-6-carbonitrile). RXN SMILES: [NH:1]1[CH2:6][CH2:5][CH2:4][C@@H:3]([O:7][C:8]2[C:16]3[C:15]4[CH:17]=[C:18]([C:21]#[N:22])[N:19]=[CH:20][C:14]=4[N:13]([CH2:23][O:24][CH2:25][CH2:26][Si:27]([CH3:30])([CH3:29])[CH3:28])[C:12]=3[N:11]=[CH:10][CH:9]=2)[CH2:2]1.I[CH2:32][CH3:33]>C(#N)C.C(=O)(O)[O-].[Na+].C(Cl)Cl>[CH2:32]([N:1]1[CH2:6][CH2:5][CH2:4][C@@H:3]([O:7][C:8]2[C:16]3[C:15]4[CH:17]=[C:18]([C:21]#[N:22])[N:19]=[CH:20][C:14]=4[N:13]([CH2:23][O:24][CH2:25][CH2:26][Si:27]([CH3:30])([CH3:29])[CH3:28])[C:12]=3[N:11]=[CH:10][CH:9]=2)[CH2:2]1)[CH3:33] |f:3.4|. Procedure details: To a solution of (R)-4-(piperidin-3-oxy)-9-(2-trimethylsilanyl-ethoxymethyl)-9H-dipyrido[2,3-b;4′,3′-d]pyrrole-6-carbonitrile (84 mg, 0.20 mmol) in acetonitrile (1.0 mL) was added iodoethane (24 uL, 0.30 mmol), and the mixture was heated at 50° C. for 18 hours. The cooled reaction mixture was diluted with saturated aqueous sodium bicarbonate solution (50 mL) and methylene chloride (50 mL). The organic layer was separated, dried over sodium sulfate, filtered, concentrated in vacuo, and purified f...